Dataset: the Open Reaction Database (ORD), a public repository of structured organic reaction records. Task: describe an organic reaction: reactants, conditions, products, and yield Reaction conditions: time 8 hour. Product: CC=1C(C2=C(OC1C(=O)O)C(=C1CCCCC1=C2)CCC)=O (6,7,8,9-Tetrahydro-3-methyl-4-oxo-10-propyl-4H-naphtho[2,3-b]pyran-2-carboxylic acid). The reactants are CC=1C(C2=C(OC1C(=O)OCC)C(=C1CCCCC1=C2)CCC)=O (Ethyl 6,7,8,9-tetrahydro-3-methyl-4-oxo-10-propyl-4H-naphtho[2,3-b]pyran-2-carboxylate), Cl (hydrochloric acid). Procedure: A mixture of the product of step (f) (16.2 g), glacial acetic acid (80 ml) and 5 N hydrochloric acid (20 ml) was heated and stirred on a steam bath overnight, and then evaporated. The residue was extracted with aqueous sodium bicarbonate and the extract was filtered and then acidified. Precipitated material was isolated by decantation and was triturated with water, dried, then triturated with an ether/petroleum ether (40°-60°) mixture. There remained as an insoluble off-white solid, 6,7,8,9-tetr... The solvent is C(C)(=O)O (acetic acid). RXN SMILES: [CH3:1][C:2]1[C:3](=[O:24])[C:4]2[CH:20]=[C:19]3[C:14]([CH2:15][CH2:16][CH2:17][CH2:18]3)=[C:13]([CH2:21][CH2:22][CH3:23])[C:5]=2[O:6][C:7]=1[C:8]([O:10]CC)=[O:9].Cl>C(O)(=O)C>[CH3:1][C:2]1[C:3](=[O:24])[C:4]2[CH:20]=[C:19]3[C:14]([CH2:15][CH2:16][CH2:17][CH2:18]3)=[C:13]([CH2:21][CH2:22][CH3:23])[C:5]=2[O:6][C:7]=1[C:8]([OH:10])=[O:9]. The reactants are [H][H] (hydrogen), P-toluene-sulfonic acid, silicone, C(C(=C)CC(=O)O)(=O)O (itaconic Acid), OCC(O)CO (Glycerol). Reaction conditions: time 2 hour. Yields the product C(C(=C)CC(=O)O)(=O)O.OCC(O)CO (Glycerol Itaconic Acid). As a reaction SMILES: [C:1]([OH:9])(=[O:8])[C:2]([CH2:4][C:5]([OH:7])=[O:6])=[CH2:3].[H][H].[OH:12][CH2:13][CH:14]([CH2:16][OH:17])[OH:15]>>[C:1]([OH:9])(=[O:8])[C:2]([CH2:4][C:5]([OH:7])=[O:6])=[CH2:3].[OH:12][CH2:13][CH:14]([CH2:16][OH:17])[OH:15] |f:3.4|. Procedure details: Glycerol 13.2 gram and itaconic Acid, 26 gram (2:3 molar ratio) were heated in an open beaker with stirring at 165 C for 2 hours. P-toluene-sulfonic acid 100 mg was added and the viscous liquid was poured in a silicone rubber mould—circular diameter 6 cm—and kept in an oven for 20 hrs. A yellow thick circular disc was obtained with a density exceeding 1 gr/ml. No foaming took place. Combustion analysis showed a carbon content of 49.69% and a hydrogen content of 6.05%. Starting materials: COC(=O)[C@H]1N(C[C@H](C1)NC(=O)C1=C(C2=CC=CC=C2C=C1)O)CC1CCCCC1 ((2S,4S)-1-cyclohexylmethyl-4-[(1-hydroxy-naphthalene-2-carbonyl)-amino]-pyrrolidine-2-carboxylic acid methyl ester), C(C1=CC=CC=C1)N (benzylamine). The product is C(C1=CC=CC=C1)NC(=O)[C@H]1N(C[C@H](C1)NC(=O)C1=C(C2=CC=CC=C2C=C1)O)CC1CCCCC1 ((2S,4S)-1-Cyclohexylmethyl-4-[(1-hydroxy-naphthalene-2-carbonyl)-amino]-pyrrolidine-2-carboxylic acid benzylamide). RXN SMILES: CO[C:3]([C@@H:5]1[CH2:9][C@H:8]([NH:10][C:11]([C:13]2[CH:22]=[CH:21][C:20]3[C:15](=[CH:16][CH:17]=[CH:18][CH:19]=3)[C:14]=2[OH:23])=[O:12])[CH2:7][N:6]1[CH2:24][CH:25]1[CH2:30][CH2:29][CH2:28][CH2:27][CH2:26]1)=[O:4].[CH2:31]([NH2:38])[C:32]1[CH:37]=[CH:36][CH:35]=[CH:34][CH:33]=1>>[CH2:31]([NH:38][C:3]([C@@H:5]1[CH2:9][C@H:8]([NH:10][C:11]([C:13]2[CH:22]=[CH:21][C:20]3[C:15](=[CH:16][CH:17]=[CH:18][CH:19]=3)[C:14]=2[OH:23])=[O:12])[CH2:7][N:6]1[CH2:24][CH:25]1[CH2:30][CH2:29][CH2:28][CH2:27][CH2:26]1)=[O:4])[C:32]1[CH:37]=[CH:36][CH:35]=[CH:34][CH:33]=1. Reported procedure: (2S,4S)-1-Cyclohexylmethyl-4-[(1-hydroxy-naphthalene-2-carbonyl)-amino]-pyrrolidine-2-carboxylic acid benzylamide was prepared from (2S,4S)-1-cyclohexylmethyl-4-[(1-hydroxy-naphthalene-2-carbonyl)-amino]-pyrrolidine-2-carboxylic acid methyl ester and benzylamine in an analogous manner to example 12. MS calcd. for C30H36N3O3 [(M+H)+] 486.0, obsd. 486.4. Starting materials: O=C([O-])[O-], CCOC(C)=O, ClCC1CO1, [Cs+], [Cs+], FC(F)(F)c1ccc(-c2n[nH]cc2-c2ccncc2)cc1, CN(C)C=O. The product is FC(F)(F)c1ccc(-c2nn(CC3CO3)cc2-c2ccncc2)cc1. RXN SMILES: [C:27](=[O:28])([O-:29])[O-:30].[CH3:38][CH2:39][O:40][C:41]([CH3:42])=[O:43].[Cl:22][CH2:23][CH:24]1[CH2:25][O:26]1.[Cs+:31].[Cs+:32].[F:1][C:2]([c:3]1[cH:4][cH:5][c:6](-[c:9]2[n:10][nH:11][cH:12][c:13]2-[c:14]2[cH:15][cH:16][n:17][cH:18][cH:19]2)[cH:7][cH:8]1)([F:20])[F:21].[O:33]=[CH:34][N:35]([CH3:36])[CH3:37]>>[F:1][C:2]([c:3]1[cH:4][cH:5][c:6](-[c:9]2[n:10][n:11]([CH2:23][CH:24]3[CH2:25][O:26]3)[cH:12][c:13]2-[c:14]2[cH:15][cH:16][n:17][cH:18][cH:19]2)[cH:7][cH:8]1)([F:20])[F:21].